Dataset: the Open Reaction Database (ORD), a public repository of structured organic reaction records. Task: describe an organic reaction: reactants, conditions, products, and yield The reactants are Cc1nc(C)c(-c2ccc(B3OC(C)(C)C(C)(C)O3)cc2)nc1C(N)=O, COCCOC, CCO, ClCCl, COC(=O)Cc1ccc(OS(=O)(=O)C(F)(F)F)c(F)c1, [K+], [K+], [K+], O, O=P([O-])([O-])[O-]. Product: COC(=O)Cc1ccc(-c2ccc(-c3nc(C(N)=O)c(C)nc3C)cc2)c(F)c1. Reaction SMILES: [CH3:1][c:2]1[c:3]([C:24](=[O:25])[NH2:26])[n:4][c:5](-[c:9]2[cH:10][cH:11][c:12]([B:15]3[O:16][C:17]([CH3:18])([CH3:19])[C:20]([CH3:21])([CH3:22])[O:23]3)[cH:13][cH:14]2)[c:6]([CH3:8])[n:7]1.[CH3:58][O:59][CH2:60][CH2:61][O:62][CH3:63].[CH3:64][CH2:65][OH:66].[Cl:55][CH2:56][Cl:57].[F:27][c:28]1[cH:29][c:30]([CH2:42][C:43](=[O:44])[O:45][CH3:46])[cH:31][cH:32][c:33]1[O:34][S:35]([C:36]([F:37])([F:38])[F:39])(=[O:40])=[O:41].[K+:52].[K+:53].[K+:54].[OH2:67].[P:47]([O-:48])([O-:49])([O-:50])=[O:51]>>[CH3:1][c:2]1[c:3]([C:24](=[O:25])[NH2:26])[n:4][c:5](-[c:9]2[cH:10][cH:11][c:12](-[c:33]3[c:28]([F:27])[cH:29][c:30]([CH2:42][C:43](=[O:44])[O:45][CH3:46])[cH:31][cH:32]3)[cH:13][cH:14]2)[c:6]([CH3:8])[n:7]1.